This data is from the Open Reaction Database (ORD), a public repository of structured organic reaction records. The task is: describe an organic reaction: reactants, conditions, products, and yield Starting materials: O (water), COC=1C(=C(C(=O)O)C=CC1)[N+](=O)[O-] (3-methoxy-2-nitrobenzoic acid), C(=O)([O-])[O-].[K+].[K+] (K2CO3), CI (MeI). Solvent: CN(C)C=O (DMF). Conditions: time 2 hour. Product: COC=1C(=C(C(=O)OC)C=CC1)[N+](=O)[O-] (Methyl 3-methoxy-2-nitrobenzoate). Reaction SMILES: [CH3:1][O:2][C:3]1[C:4]([N+:12]([O-:14])=[O:13])=[C:5]([CH:9]=[CH:10][CH:11]=1)[C:6]([OH:8])=[O:7].[C:15]([O-])([O-])=O.[K+].[K+].CI.O>CN(C=O)C>[CH3:1][O:2][C:3]1[C:4]([N+:12]([O-:14])=[O:13])=[C:5]([CH:9]=[CH:10][CH:11]=1)[C:6]([O:8][CH3:15])=[O:7] |f:1.2.3|. Procedure details: To a mixture of 3-methoxy-2-nitrobenzoic acid (25.0 g, 126 mmol) and K2CO3 (35.0 g, 253 mmol) in DMF (126 mL) was added MeI (15.8 mL, 253 mmol) at room temperature. The mixture was stirred at room temperature for 2 hours. To the mixture was poured the water (200 mL) and then stirred at 5° C. for 30 min. The precipitated solid was collected by filtration, washed with water and hexane. The solid was dried under reduced pressure to afford the compound 52 in a crude form (26.2 g, 98%) as a white sol... The reactants are CCNCC, CCO, CCc1cc(C(=O)c2ccccc2Cl)c(-n2ccnc2CCl)s1. Product: CCc1cc(C(=O)c2ccccc2Cl)c(-n2ccnc2CN(CC)CC)s1. RXN SMILES: [CH2:24]([CH3:25])[NH:26][CH2:27][CH3:28].[CH3:29][CH2:30][OH:31].[Cl:1][CH2:2][c:3]1[n:4](-[c:8]2[s:9][c:10]([CH2:22][CH3:23])[cH:11][c:12]2[C:13]([c:14]2[c:15]([Cl:20])[cH:16][cH:17][cH:18][cH:19]2)=[O:21])[cH:5][cH:6][n:7]1>>[CH2:2]([c:3]1[n:4](-[c:8]2[s:9][c:10]([CH2:22][CH3:23])[cH:11][c:12]2[C:13]([c:14]2[c:15]([Cl:20])[cH:16][cH:17][cH:18][cH:19]2)=[O:21])[cH:5][cH:6][n:7]1)[N:26]([CH2:24][CH3:25])[CH2:27][CH3:28]. Yield: 59.6%. Run in C(C)(=O)OCC (ethyl acetate), C(C)(=O)OCC (ethyl acetate), CN(C=O)C (dimethylformamide). The reactants are NC1[C@@H]2N(C(=C(CS2)CSC=2SC=NN2)C(=O)O)C1=O (7-amino-3-(1,3,4-thiadiazol-2-ylthiomethyl)-3-cephem-4-carboxylic acid), C[Si](C)(C)CC(=O)N (trimethylsilylacetamide), P(=O)(Cl)(Cl)Cl (phosphoryl chloride), C(=O)NC=1SC(=C(N1)C(C(=O)O)=NOC)Br (2-(2-formamido-5-bromothiazol-4-yl)-2-methoxyiminoacetic acid). Yields the product C(=O)NC=1SC(=C(N1)C(C(=O)NC1[C@@H]2N(C(=C(CS2)CSC=2SC=NN2)C(=O)O)C1=O)=NOC)Br (7-[2-(2-formamido-5-bromothiazol-4-yl)-2-methoxyiminoacetamido]-3-(1,3,4-thiadiazol-2-ylthiomethyl)-3-cephem-4-carboxylic acid). Procedure details: A solution of 7-amino-3-(1,3,4-thiadiazol-2-ylthiomethyl)-3-cephem-4-carboxylic acid (syn isomer, 1.1 g.) and trimethylsilylacetamide (3.4 g.) in dry ethyl acetate (30 ml.) and a mixture of dimethylformamide (0.3 ml.), phosphoryl chloride (0.35 ml.), 2-(2-formamido-5-bromothiazol-4-yl)-2-methoxyiminoacetic acid (syn isomer, 1.0 g.) and dry ethyl acetate (30 ml.) were treated in a similar manner to that of Example 1-(1) to give 7-[2-(2-formamido-5-bromothiazol-4-yl)-2-methoxyiminoacetamido]-3-(1,... Reaction SMILES: [NH2:1][CH:2]1[C:19](=[O:20])[N:4]2[C:5]([C:16]([OH:18])=[O:17])=[C:6]([CH2:9][S:10][C:11]3[S:12][CH:13]=[N:14][N:15]=3)[CH2:7][S:8][C@H:3]12.C[Si](CC(N)=O)(C)C.P(Cl)(Cl)(Cl)=O.[CH:34]([NH:36][C:37]1[S:38][C:39]([Br:49])=[C:40]([C:42](=[N:46][O:47][CH3:48])[C:43](O)=[O:44])[N:41]=1)=[O:35]>C(OCC)(=O)C.CN(C)C=O>[CH:34]([NH:36][C:37]1[S:38][C:39]([Br:49])=[C:40]([C:42](=[N:46][O:47][CH3:48])[C:43]([NH:1][CH:2]2[C:19](=[O:20])[N:4]3[C:5]([C:16]([OH:18])=[O:17])=[C:6]([CH2:9][S:10][C:11]4[S:12][CH:13]=[N:14][N:15]=4)[CH2:7][S:8][C@H:3]23)=[O:44])[N:41]=1)=[O:35]. The reactants are C(C)OC=1C=C(C=CC1C(F)(F)F)C(CC(C(F)(F)F)=O)=O (1-(3-ethoxy-4-trifluoromethyl-phenyl)-4,4,4-trifluoro-butane-1,3-dione), 3-ethoxy-4-trifluoromethyl-acetophenone, NC1=NNC=C1C1=CC(=NC(=C1)C)C (3-amino-4-(2,6-dimethyl-4-pyridinyl)-pyrazole). Yields the product CC1=NC(=CC(=C1)C=1C=NN2C1N=C(C=C2C(F)(F)F)C2=CC(=C(C=C2)C(F)(F)F)OCC)C (3-(2,6-Dimethyl-pyridin-4-yl)-5-(3-ethoxy-4-trifluoromethyl-phenyl)-7-trifluoromethyl-pyrazolo[1,5-a]pyrimidine). The yield is 50.0%. Reaction SMILES: [CH2:1]([O:3][C:4]1[CH:5]=[C:6]([C:14](=O)[CH2:15][C:16](=O)[C:17]([F:20])([F:19])[F:18])[CH:7]=[CH:8][C:9]=1[C:10]([F:13])([F:12])[F:11])[CH3:2].[NH2:23][C:24]1[C:28]([C:29]2[CH:34]=[C:33]([CH3:35])[N:32]=[C:31]([CH3:36])[CH:30]=2)=[CH:27][NH:26][N:25]=1>>[CH3:35][C:33]1[CH:34]=[C:29]([C:28]2[CH:27]=[N:26][N:25]3[C:16]([C:17]([F:20])([F:19])[F:18])=[CH:15][C:14]([C:6]4[CH:7]=[CH:8][C:9]([C:10]([F:13])([F:12])[F:11])=[C:4]([O:3][CH2:1][CH3:2])[CH:5]=4)=[N:23][C:24]=23)[CH:30]=[C:31]([CH3:36])[N:32]=1. Reported procedure: Reaction of 1-(3-ethoxy-4-trifluoromethyl-phenyl)-4,4,4-trifluoro-butane-1,3-dione (164 mg, 0.5 mmol), prepared from 3-ethoxy-4-trifluoromethyl-acetophenone (synthesis: see part acetophenone derivatives) according to general procedure A, and 3-amino-4-(2,6-dimethyl-4-pyridinyl)-pyrazole [prepared from 4-cyanomethyl-2,6-dimethyl-pyridine, CAS No. 130138-46-4, as described in Bioorg. Med. Chem. Lett. 12 (2002) 3537-3541] (94 mg, 0.5 mmol) according to general procedure B yielded the title compound... Reactants: C1=C(O)C(C)=CC=C1C(C)C (Carvacrol), FC=1C=C(C=C(C1NS(=O)(=O)C)F)C(C)NC(=O)C=1N=C(OC1)Cl (2-chloro-oxazole-4-carboxylic acid [1-(3,5-difluoro-4-methanesulfonylamino-phenyl)-ethyl]-amide), C(=O)([O-])[O-].[K+].[K+] (K2CO3). The product is FC=1C=C(C=C(C1NS(=O)(=O)C)F)C(C)NC(=O)C=1N=C(OC1)OC1=C(C=CC(=C1)C(C)C)C (2-(5-Isopropyl-2-methyl-phenoxy)-oxazole-4-carboxylic acid [1-(3,5-difluoro-4-methanesulfonylamino-phenyl)-ethyl]-amide). Isolated yield 73.7%. RXN SMILES: [CH:1]1[C:8]([CH:9]([CH3:11])[CH3:10])=[CH:7][CH:6]=[C:4]([CH3:5])[C:2]=1[OH:3].[F:12][C:13]1[CH:14]=[C:15]([CH:25]([NH:27][C:28]([C:30]2[N:31]=[C:32](Cl)[O:33][CH:34]=2)=[O:29])[CH3:26])[CH:16]=[C:17]([F:24])[C:18]=1[NH:19][S:20]([CH3:23])(=[O:22])=[O:21].C([O-])([O-])=O.[K+].[K+]>>[F:24][C:17]1[CH:16]=[C:15]([CH:25]([NH:27][C:28]([C:30]2[N:31]=[C:32]([O:3][C:2]3[CH:1]=[C:8]([CH:9]([CH3:11])[CH3:10])[CH:7]=[CH:6][C:4]=3[CH3:5])[O:33][CH:34]=2)=[O:29])[CH3:26])[CH:14]=[C:13]([F:12])[C:18]=1[NH:19][S:20]([CH3:23])(=[O:22])=[O:21] |f:2.3.4|. Procedure: Carvacrol (25 mg, 0.16 mmol) and 2-chloro-oxazole-4-carboxylic acid [1-(3,5-difluoro-4-methanesulfonylamino-phenyl)-ethyl]-amide (40 mg, 0.11 mmol) was reacted using K2CO3 (50 mg, 0.36 mmol) as described above to give the title compound (40 mg, 77%) after purification by flash chromatography on silica gel (hexane: EtOAc=1:1). The reactants are [Cl-].[Li+] (lithium chloride), CC(C)C1=C(C(=CC=C1)C(C)C)N2CC[N+](=[C-]2)C3=C(C=CC=C3C(C)C)C(C)C (SIPr), [Cl-].[NH4+] (ammonium chloride), BrCC1=CC=C(C(=O)OCC)C=C1 (ethyl 4-(bromomethyl)benzoate), FC(OC=1C=C(C=CC1)Br)(F)F (3-(Trifluoromethoxy)bromobenzene). Reagents/catalysts: [Zn] (zinc), C[Si](C)(C)Cl (TMSCl), CC(C)C1=C(C(=CC=C1)C(C)C)N2CCN([CH-]2)C3=C(C=CC=C3C(C)C)C(C)C.C1=CC(=CN=C1)Cl.Cl[Pd]Cl ((1,3-bis(2,6-diisopropylphenyl)imidazolidene)(3-chloropyridyl)palladium(II) dichloride), BrCCBr (1,2-dibromoethane), [Zn] (zinc). The solvent is C1CCOC1 (THF). Conditions: time 15 minute. Yields the product FC(OC=1C=C(CC2=CC=C(C(=O)OCC)C=C2)C=CC1)(F)F (Ethyl 4-[3-(trifluoromethoxy)benzyl]benzoate). Isolated yield 101.7%. As a reaction SMILES: [Cl-].[Li+].Br[CH2:4][C:5]1[CH:15]=[CH:14][C:8]([C:9]([O:11][CH2:12][CH3:13])=[O:10])=[CH:7][CH:6]=1.[F:16][C:17]([F:27])([F:26])[O:18][C:19]1[CH:20]=[C:21](Br)[CH:22]=[CH:23][CH:24]=1.CC(C1C=CC=C(C(C)C)C=1N1[C-]=[N+](C2C(C(C)C)=CC=CC=2C(C)C)CC1)C.[Cl-].[NH4+]>[Zn].CC(C1C=CC=C(C(C)C)C=1N1[CH-]N(C2C(C(C)C)=CC=CC=2C(C)C)CC1)C.C1C=NC=C(Cl)C=1.Cl[Pd]Cl.BrCCBr.C[Si](Cl)(C)C.C1COCC1>[F:16][C:17]([F:26])([F:27])[O:18][C:19]1[CH:24]=[C:23]([CH:22]=[CH:21][CH:20]=1)[CH2:4][C:5]1[CH:15]=[CH:14][C:8]([C:9]([O:11][CH2:12][CH3:13])=[O:10])=[CH:7][CH:6]=1 |f:0.1,5.6,8.9.10|. Procedure details: A mixture of zinc (807 mg, 12.3 mmol) and lithium chloride (523 mg, 12.3 mmol) under argon was warmed for 10 minutes using a hot air gun, allowed to cool and then anhydrous THF (50 mL) added. The zinc was activated by treatment with 1,2-dibromoethane (39 mg, 0.21 mmol) and TMSCl (4.3 mg, 0.04 mmol). To the resulting mixture at 25° C. was added ethyl 4-(bromomethyl)benzoate (1.0 g, 4.15 mmol) and the mixture stirred for 15 minutes. 3-(Trifluoromethoxy)bromobenzene (694 mg, 2.88 mmol) was added, f... Conditions: time 30 minute. RXN SMILES: [CH3:1][O:2][C:3]1[CH:4]=[C:5]([CH:26]=[CH:27][C:28]=1[N+:29]([O-:31])=[O:30])[C:6]([N:8]([C:10]1[CH:15]=[CH:14][C:13]([CH3:16])=[CH:12][C:11]=1[O:17][CH2:18][CH2:19][CH2:20][CH2:21][CH2:22][C:23]([OH:25])=O)[CH3:9])=[O:7].[CH3:32][N:33]1[CH2:38][CH2:37][NH:36][CH2:35][CH2:34]1.ON1C2C=CC=CC=2N=N1.Cl.C(N=C=NCCCN(C)C)C>CN(C)C=O.C(OCC)(=O)C.C(Cl)(Cl)Cl.CO>[CH3:1][O:2][C:3]1[CH:4]=[C:5]([CH:26]=[CH:27][C:28]=1[N+:29]([O-:31])=[O:30])[C:6]([N:8]([CH3:9])[C:10]1[CH:15]=[CH:14][C:13]([CH3:16])=[CH:12][C:11]=1[O:17][CH2:18][CH2:19][CH2:20][CH2:21][CH2:22][C:23]([N:36]1[CH2:37][CH2:38][N:33]([CH3:32])[CH2:34][CH2:35]1)=[O:25])=[O:7] |f:3.4|. Starting materials: Cl.C(C)N=C=NCCCN(C)C (N-ethyl-N'-(3-dimethylaminopropyl)-carbodiimide hydrochloride), COC=1C=C(C(=O)N(C)C2=C(C=C(C=C2)C)OCCCCCC(=O)O)C=CC1[N+](=O)[O-] (3-Methoxy-4-nitro-N-[2-(5-carboxypent-1-yloxy)-4-methylphenyl]-N-methylbenzamide), CN1CCNCC1 (1-methylpiperazine), ON1N=NC2=C1C=CC=C2 (1-hydroxybenzotriazole), crude material. Solvent: C(Cl)(Cl)Cl (chloroform), CN(C=O)C (N,N-dimethylformamide), C(C)(=O)OCC (ethyl acetate), CO (methanol). Reported procedure: 3-Methoxy-4-nitro-N-[2-(5-carboxypent-1-yloxy)-4-methylphenyl]-N-methylbenzamide (5.2 g), 1-methylpiperazine (1.45 g) and 1-hydroxybenzotriazole (1.96 g) were dissolved in N,N-dimethylformamide (50 ml) and the solution was cooled in an ice bath. To the mixture was added N-ethyl-N'-(3-dimethylaminopropyl)-carbodiimide hydrochloride (2.78 g) and the solution was stirred at the same temperature for 30 minutes. The reaction mixture was allowed to warm to ambient temperature and stirring was continue... Isolated yield 100.1%. The product is COC=1C=C(C(=O)N(C2=C(C=C(C=C2)C)OCCCCCC(=O)N2CCN(CC2)C)C)C=CC1[N+](=O)[O-] (3-methoxy-4-nitro-N-methyl-N-[4-methyl-2-[5-(4-methylpiperazin-1-ylcarbonyl)pent-1-yloxy]phenyl]benzamide). Starting materials: COc1ccc(C(=O)Cl)cc1, CC(C)=O, CN1CCCCC1CCc1ccccc1N. Yields the product Cl, COc1ccc(C(=O)Nc2ccccc2CCC2CCCCN2C)cc1. RXN SMILES: [C:17]([c:18]1[cH:19][cH:20][c:21]([O:24][CH3:25])[cH:22][cH:23]1)(=[O:26])[Cl:27].[CH3:28][C:29](=[O:30])[CH3:31].[NH2:1][c:2]1[c:3]([CH2:4][CH2:5][CH:6]2[N:7]([CH3:12])[CH2:8][CH2:9][CH2:10][CH2:11]2)[cH:13][cH:14][cH:15][cH:16]1>>[ClH:27].[NH:1]([c:2]1[c:3]([CH2:4][CH2:5][CH:6]2[N:7]([CH3:12])[CH2:8][CH2:9][CH2:10][CH2:11]2)[cH:13][cH:14][cH:15][cH:16]1)[C:17]([c:18]1[cH:19][cH:20][c:21]([O:24][CH3:25])[cH:22][cH:23]1)=[O:26]. The product is O=C(NCC12CC3CC(CC(C3)C1)C2)c1cc(O)ncc1Br. As a reaction SMILES: [C:8]12([CH2:18][NH:19][C:20]([c:21]3[cH:22][c:23]([O:28][CH3:29])[n:24][cH:25][c:26]3[Br:27])=[O:30])[CH2:9][CH:10]3[CH2:11][CH:12]([CH2:13][CH:14]([CH2:15]1)[CH2:16]3)[CH2:17]2.[CH3:31][C:32]#[N:33].[CH3:3][Si:4]([Cl:5])([CH3:6])[CH3:7].[I-:2].[Na+:1].[OH2:34]>>[C:8]12([CH2:18][NH:19][C:20]([c:21]3[cH:22][c:23]([OH:28])[n:24][cH:25][c:26]3[Br:27])=[O:30])[CH2:9][CH:10]3[CH2:11][CH:12]([CH2:13][CH:14]([CH2:15]1)[CH2:16]3)[CH2:17]2. The reactants are COc1cc(C(=O)NCC23CC4CC(CC(C4)C2)C3)c(Br)cn1, CC#N, C[Si](C)(C)Cl, [I-], [Na+], O. Starting materials: C(C)(C)(C)OC(=O)N(C(=O)OC(C)(C)C)C1=NC=C(C=C1C)CBr (2-[N,N-bis(tert-butoxycarbonyl)amino]-5-bromomethyl-3-methyl-pyridin), C(C)(=O)OCC (Ethyl acetate), [H-].[Na+] (NaH), C(CC(=O)OCC)(=O)OCC (diethyl malonate). The solvent is CN(C)C=O (DMF), CN(C)C=O (DMF). Conditions: time 15 minute. The product is C(C)OC(C(C(=O)OCC)CC=1C=NC(=C(C1)C)N(C(=O)OC(C)(C)C)C(=O)OC(C)(C)C)=O (2-(6-[N,N-bis(tert-butoxycarbonyl)amino]-5-methyl-pyridin-3-ylmethyl)-malonic acid diethyl ester). Yield: 49.9%. Reaction SMILES: [H-].[Na+].[C:3]([O:11][CH2:12][CH3:13])(=[O:10])[CH2:4][C:5]([O:7][CH2:8][CH3:9])=[O:6].[C:14]([O:18][C:19]([N:21]([C:29]1[C:34]([CH3:35])=[CH:33][C:32]([CH2:36]Br)=[CH:31][N:30]=1)[C:22]([O:24][C:25]([CH3:28])([CH3:27])[CH3:26])=[O:23])=[O:20])([CH3:17])([CH3:16])[CH3:15].C(OCC)(=O)C>CN(C=O)C>[CH2:12]([O:11][C:3](=[O:10])[CH:4]([CH2:36][C:32]1[CH:31]=[N:30][C:29]([N:21]([C:22]([O:24][C:25]([CH3:28])([CH3:27])[CH3:26])=[O:23])[C:19]([O:18][C:14]([CH3:17])([CH3:16])[CH3:15])=[O:20])=[C:34]([CH3:35])[CH:33]=1)[C:5]([O:7][CH2:8][CH3:9])=[O:6])[CH3:13] |f:0.1|. Procedure: To a suspension of NaH (0.24 g, 6.0 mmol, 60%) in DMF (5 mL) was added diethyl malonate (0.91 mL, 6.0 mmol) and the mixture was stirred for 15 min. A solution 2-[N,N-bis(tert-butoxycarbonyl)amino]-5-bromomethyl-3-methyl-pyridin (2.0 g, 5.0 mmol) in DMF (5 mL) was added and the resulting solution stirred for 120 min at 60° C. Ethyl acetate was added and the mixture was washed with water and brine and dried. After evaporation of the solvent, the crude product was purified by flash chromatography (...